From a dataset of the Open Reaction Database (ORD), a public repository of structured organic reaction records. describe an organic reaction: reactants, conditions, products, and yield Reactants: OC(CC(=O)OCC)CC(C=C)O (β,δ-dihydroxy-6-heptenoic acid, ethyl ester), C12(C(=O)CC(CC1)C2(C)C)CS(=O)(=O)O (Camphorsulfonic acid). Solvent: ClCCl (dichloromethane), COC(C)(C)OC (2,2-dimethoxypropane). Reaction conditions: time 8 hour. Product: C(=C)C1CC(OC(O1)(C)C)CC(=O)OCC (6-ethenyl-2,2-dimethyl-1,3-dioxane-4-acetic acid, ethyl ester). Reaction SMILES: [OH:1][CH:2]([CH2:9][CH:10]([OH:13])[CH:11]=[CH2:12])[CH2:3][C:4]([O:6][CH2:7][CH3:8])=[O:5].[C:14]12(CS(O)(=O)=O)C(C)(C)C(C[CH2:20]1)C[C:15]2=O>ClCCl.COC(OC)(C)C>[CH:11]([CH:10]1[O:13][C:14]([CH3:20])([CH3:15])[O:1][CH:2]([CH2:3][C:4]([O:6][CH2:7][CH3:8])=[O:5])[CH2:9]1)=[CH2:12]. Reported procedure: The crude β,δ-dihydroxy-6-heptenoic acid, ethyl ester from the previous step was dissolved in a mixture of 30 ml of dichloromethane and 10 ml of 2,2-dimethoxypropane. Camphorsulfonic acid (0.05 g) was added, and the mixture was stirred overnight. Concentration of the reaction mixture and flash chromatography of the residue yielded 1.1 g of 6-ethenyl-2,2-dimethyl-1,3-dioxane-4-acetic acid, ethyl ester. The reactants are CC(=CCC1=C(C=C(C=C1)O)O)CCCC(CCCC(CCCC(C)C)C)C (4-(3,7,11,15-Tetramethyl-2-hexadecenyl)-1,3-benzenediol), [H][H] (hydrogen). The reagents and catalysts are [Ni] (Raney's nickel). Run in C(C)O (ethanol), C(C)O (ethanol). Yields the product CC(CCC1=C(C=C(C=C1)O)O)CCCC(CCCC(CCCC(C)C)C)C (4-(3,7,11,15-Tetramethylhexadecyl)-1,3-benzenediol). Isolated yield 65.0%. As a reaction SMILES: [CH3:1][C:2]([CH2:13][CH2:14][CH2:15][CH:16]([CH3:28])[CH2:17][CH2:18][CH2:19][CH:20]([CH3:27])[CH2:21][CH2:22][CH2:23][CH:24]([CH3:26])[CH3:25])=[CH:3][CH2:4][C:5]1[CH:10]=[CH:9][C:8]([OH:11])=[CH:7][C:6]=1[OH:12].[H][H]>C(O)C.[Ni]>[CH3:1][CH:2]([CH2:13][CH2:14][CH2:15][CH:16]([CH3:28])[CH2:17][CH2:18][CH2:19][CH:20]([CH3:27])[CH2:21][CH2:22][CH2:23][CH:24]([CH3:26])[CH3:25])[CH2:3][CH2:4][C:5]1[CH:10]=[CH:9][C:8]([OH:11])=[CH:7][C:6]=1[OH:12]. Reported procedure: 4-(3,7,11,15-Tetramethyl-2-hexadecenyl)-1,3-benzenediol (2.00 g: 5.14 mmole) was dissolved in ethanol (10 ml), a suspension of Raney's nickel W4 in ethanol (15 ml), was added thereto and then the mixture was reciprocatively shaken at 70° to 85° C. and a hydrogen pressure of 70 to 80 atm. for 2 days. After removing Raney's nickel by filtration, the filtrate was concentrated and the concentrate was chromatographed through a silica gel column. Thus, 1.30 g of the title compound was recovered from t... Reactants: C1(CC1)NCC=1C=C(C=CC1)C(C)=O (3′-(N-cyclopropylaminomethyl)acetophenone), C([O-])([O-])=O.[K+].[K+] (potassium carbonate), C(C)(C)(C)C1=CC=C(CBr)C=C1 (4-tert-butylbenzyl bromide). Run in CN(C=O)C (N,N-dimethylformamide), CN(C=O)C (N,N-dimethylformamide). Product: C(C)(C)(C)C1=CC=C(CN(C2CC2)CC=2C=C(C=CC2)C(C)=O)C=C1 (3′-[N-(4-tert-Butylbenzyl)-N-cyclopropylaminomethyl]acetophenone). The yield is 39.5%. RXN SMILES: [CH:1]1([NH:4][CH2:5][C:6]2[CH:7]=[C:8]([C:12](=[O:14])[CH3:13])[CH:9]=[CH:10][CH:11]=2)[CH2:3][CH2:2]1.C(=O)([O-])[O-].[K+].[K+].[C:21]([C:25]1[CH:32]=[CH:31][C:28]([CH2:29]Br)=[CH:27][CH:26]=1)([CH3:24])([CH3:23])[CH3:22]>CN(C)C=O>[C:21]([C:25]1[CH:26]=[CH:27][C:28]([CH2:29][N:4]([CH2:5][C:6]2[CH:7]=[C:8]([C:12](=[O:14])[CH3:13])[CH:9]=[CH:10][CH:11]=2)[CH:1]2[CH2:2][CH2:3]2)=[CH:31][CH:32]=1)([CH3:24])([CH3:22])[CH3:23] |f:1.2.3|. Reported procedure: 3′-(N-cyclopropylaminomethyl)acetophenone (0.30 g; 1.59 mmol) and potassium carbonate (0.31 g; 2.27 mmol) were added to N,N-dimethylformamide (15 ml). While the mixture was stirred at room temperature, 4-tert-butylbenzyl bromide (0.29 g; 1.51 mmol) in N,N-dimethylformamide (5 ml) was added dropwise. The mixture was stirred for 1 hour at room temperature, and the reaction was stopped by pouring the mixture into ice+saturated aqueous sodium bicarbonate solution, followed by extraction with ethyl a... Starting materials: P(Br)(Br)Br (Phosphorus tribromide), C(CC)C(CO)CCC (2-propyl-1-pentanol). The solvent is ice water. Reaction conditions: time 8 hour. Yields the product BrCC(CCC)CCC (1-bromo-2-propylpentane). The yield is 168.4%. Reaction SMILES: P(Br)(Br)[Br:2].[CH2:5]([CH:8]([CH2:11][CH2:12][CH3:13])[CH2:9]O)[CH2:6][CH3:7]>>[Br:2][CH2:9][CH:8]([CH2:11][CH2:12][CH3:13])[CH2:5][CH2:6][CH3:7]. Reported procedure: Phosphorus tribromide (33.3 g, 0.123 mol) was added dropwise to 2-propyl-1-pentanol (40 g, 0.307 mol) at −10° C. to maintain the temperature below 0° C. and the mixture was stirred overnight at room temperature. The reaction mixture was heated at 100° C. for 1 h, cooled to room temperature, and poured into ice water (250 ml). The organic layer was separated, washed with conc. H2SO4 (25 ml) followed by saturated K2CO3 (25 ml), dried and distilled in vacuo (80° C./15 mm Hg) to furnish 40 g (83%) o... The reactants are [N+](=O)([O-])C1=CC=C2CCCC(C2=C1)=O (7-nitro-1-tetralone), BrBr (bromine). RXN SMILES: [N+:1]([C:4]1[CH:13]=[C:12]2[C:7]([CH2:8][CH2:9][CH2:10][C:11]2=[O:14])=[CH:6][CH:5]=1)([O-:3])=[O:2].[Br:15]Br>CCOCC>[Br:15][CH:10]1[CH2:9][CH2:8][C:7]2[C:12](=[CH:13][C:4]([N+:1]([O-:3])=[O:2])=[CH:5][CH:6]=2)[C:11]1=[O:14]. The solvent is CCOCC (ether). Yields the product BrC1C(C2=CC(=CC=C2CC1)[N+](=O)[O-])=O (2-bromo-7-nitrotetralone). Reported procedure: To a suspension of 9.56 g (0.05 mol) of 7-nitro-1-tetralone in 250 mL of ether was added bromine dropwise. The progress of the reaction was followed by thin layer chromatography (fl. silica gel/CH2Cl2). When all of the starting material had been consumed, the mixture was concentrated and cyclohexane was added. The white solid was removed by filtration to afford 2.25 g of 2-bromo-7-nitrotetralone, mp 94°-96° C. The reactants are C=C(CCCCOc1ccccc1)C(=O)OCC, ClCCl, O=C(OO)c1cccc(Cl)c1. The product is CCOC(=O)C1(CCCCOc2ccccc2)CO1. Reaction SMILES: [CH2:1]([CH3:2])[O:3][C:4]([C:5]([CH2:6][CH2:7][CH2:8][CH2:9][O:10][c:11]1[cH:12][cH:13][cH:14][cH:15][cH:16]1)=[CH2:17])=[O:18].[CH2:30]([Cl:31])[Cl:32].[Cl:19][c:20]1[cH:21][cH:22][cH:23][c:24]([C:25]([O:26][OH:28])=[O:27])[cH:29]1>>[CH2:1]([CH3:2])[O:3][C:4]([C:5]1([CH2:6][CH2:7][CH2:8][CH2:9][O:10][c:11]2[cH:12][cH:13][cH:14][cH:15][cH:16]2)[CH2:17][O:27]1)=[O:18]. The reactants are Cc1[nH]c(C=O)c(C)c1CCC(=O)O, C1CCNCC1, COc1ccc2c(c1)NC(=O)C2, CCO. Yields the product COc1ccc2c(c1)NC(=O)C2=Cc1[nH]c(C)c(CCC(=O)O)c1C. As a reaction SMILES: [C:1](=[O:2])([OH:3])[CH2:4][CH2:5][c:6]1[c:7]([CH3:14])[nH:8][c:9]([CH:12]=[O:13])[c:10]1[CH3:11].[CH2:27]1[CH2:28][CH2:29][NH:30][CH2:31][CH2:32]1.[CH3:15][O:16][c:17]1[cH:18][cH:19][c:20]2[c:24]([cH:25]1)[NH:23][C:22](=[O:26])[CH2:21]2.[CH3:33][CH2:34][OH:35]>>[C:1](=[O:2])([OH:3])[CH2:4][CH2:5][c:6]1[c:7]([CH3:14])[nH:8][c:9]([CH:12]=[C:21]2[c:20]3[cH:19][cH:18][c:17]([O:16][CH3:15])[cH:25][c:24]3[NH:23][C:22]2=[O:26])[c:10]1[CH3:11].